This data is from the Open Reaction Database (ORD), a public repository of structured organic reaction records. The task is: describe an organic reaction: reactants, conditions, products, and yield Starting materials: O=[Ag], C=C1c2cc(Br)ccc2Oc2c1cc(OCC(C)(C)C)nc2F, C1CCOC1, I, [K+], [K+], O=C([O-])[O-]. Product: CC(C)(C)COc1cc2c(c(F)n1)Oc1ccc(Br)cc1C21CO1. Reaction SMILES: [Ag:36]=[O:37].[Br:1][c:2]1[cH:3][c:4]2[c:20]([cH:21][cH:22]1)[O:19][c:7]1[c:6]([cH:11][c:10]([O:12][CH2:13][C:14]([CH3:15])([CH3:16])[CH3:17])[n:9][c:8]1[F:18])[C:5]2=[CH2:23].[CH2:31]1[O:32][CH2:33][CH2:34][CH2:35]1.[I:24].[K+:25].[K+:26].[O-:27][C:28]([O-:29])=[O:30]>>[Br:1][c:2]1[cH:3][c:4]2[c:20]([cH:21][cH:22]1)[O:19][c:7]1[c:6]([cH:11][c:10]([O:12][CH2:13][C:14]([CH3:15])([CH3:16])[CH3:17])[n:9][c:8]1[F:18])[C:5]21[CH2:23][O:27]1. The reactants are CC(CC(C(=O)OC(C)(C)C)CC[C@@H]1C[C@@H](CCC1)OCC=1N=C(OC1C)C1=CC=C(C=C1)C)=C (tert-butyl 4-methyl-2-{2-[cis-3-(5-methyl-2-p-tolyloxazol-4-ylmethoxy)cyclohexyl]ethyl}pent-4-enoate). Run at time 5 hour. Procedure details: 500 mg of tert-butyl 4-methyl-2-{2-[cis-3-(5-methyl-2-p-tolyloxazol-4-ylmethoxy)cyclohexyl]ethyl}pent-4-enoate are dissolved in 20 ml of ethyl acetate, and 50 mg of palladium (10% on activated carbon) are added. The mixture is stirred under an atmosphere of hydrogen (5 bar) for 5 hours. The catalyst is filtered off through Celite and the filtrate is concentrated under reduced pressure. The residue is dissolved in 20 ml of dichloromethane, and 10 ml of trifluoroacetic acid are added. The mixture ... The solvent is C(C)(=O)OCC (ethyl acetate). RXN SMILES: [CH3:1][C:2](=[CH2:35])[CH2:3][CH:4]([CH2:12][CH2:13][C@H:14]1[CH2:19][CH2:18][CH2:17][C@@H:16]([O:20][CH2:21][C:22]2[N:23]=[C:24]([C:28]3[CH:33]=[CH:32][C:31]([CH3:34])=[CH:30][CH:29]=3)[O:25][C:26]=2[CH3:27])[CH2:15]1)[C:5]([O:7]C(C)(C)C)=[O:6]>C(OCC)(=O)C.[Pd]>[CH3:1][CH:2]([CH3:35])[CH2:3][CH:4]([CH2:12][CH2:13][C@H:14]1[CH2:19][CH2:18][CH2:17][C@@H:16]([O:20][CH2:21][C:22]2[N:23]=[C:24]([C:28]3[CH:29]=[CH:30][C:31]([CH3:34])=[CH:32][CH:33]=3)[O:25][C:26]=2[CH3:27])[CH2:15]1)[C:5]([OH:7])=[O:6]. The product is CC(CC(C(=O)O)CC[C@@H]1C[C@@H](CCC1)OCC=1N=C(OC1C)C1=CC=C(C=C1)C)C (4-Methyl-2-{2-[cis-3-(5-methyl-2-p-tolyloxazol-4-ylmethoxy)cyclo-hexyl]ethyl}pentanoic acid). Reagents/catalysts: [Pd] (palladium).